From a dataset of the Open Reaction Database (ORD), a public repository of structured organic reaction records. describe an organic reaction: reactants, conditions, products, and yield Reaction SMILES: [CH2:11]1[O:12][C:13]2([CH:14]([CH2:15][CH2:16][CH2:17][CH2:18][CH2:19][CH2:20][C:21](=[O:22])[O:23][CH3:24])[CH:25]([CH2:28][CH2:29][CH:30]([CH2:31][CH2:32][CH2:33][CH2:34][CH3:35])[OH:36])[CH2:26][CH2:27]2)[O:37][CH2:38]1.[CH2:39]([Cl:40])[Cl:41].[O:1]=[Cr:2](=[O:3])=[O:4].[cH:5]1[cH:6][cH:7][n:8][cH:9][cH:10]1>>[CH2:11]1[O:12][C:13]2([CH:14]([CH2:15][CH2:16][CH2:17][CH2:18][CH2:19][CH2:20][C:21](=[O:22])[O:23][CH3:24])[CH:25]([CH2:28][CH2:29][C:30]([CH2:31][CH2:32][CH2:33][CH2:34][CH3:35])=[O:36])[CH2:26][CH2:27]2)[O:37][CH2:38]1. Reactants: CCCCCC(O)CCC1CCC2(OCCO2)C1CCCCCCC(=O)OC, ClCCl, O=[Cr](=O)=O, c1ccncc1. The product is CCCCCC(=O)CCC1CCC2(OCCO2)C1CCCCCCC(=O)OC.